From a dataset of the Open Reaction Database (ORD), a public repository of structured organic reaction records. describe an organic reaction: reactants, conditions, products, and yield Reactants: C(C1=CC=CC=C1)C(COCC1=CC(=NC(=C1)N(CCC)S(=O)(=O)C)Cl)(C)NC(OC(C)(C)C)=O (tert-butyl [1-benzyl-2-({2-chloro-6-[(methylsulfonyl)(propyl)amino]pyridin-4-yl}methoxy)-1-methylethyl]carbamate), CNCC1C(C1)C (N-methyl-1-(2-methylcyclopropyl)methanamine), CNCC1C(C1)C (N-methyl-1-(2-methylcyclopropyl)methanamine), C=O (formaldehyde), [BH-](OC(=O)C)(OC(=O)C)OC(=O)C.[Na+] (NaBH(OAc)3), NC(COCC1=CC(=NC(=C1)N(CC1C(C1)C)CC1=CC=CC=C1)N(S(=O)(=O)C)CCC)(CC1=CC=CC=C1)C (N-(4-[(2-amino-2-methyl-3-phenylpropoxy)methyl]-6-{benzyl[(2-methylcyclopropyl)methyl]amino}pyridin-2-yl)-N-propylmethanesulfonamide), C(=O)(C(F)(F)F)O (TFA). The solvent is ClC(C)Cl.CO (dichloroethane methanol), CCO (EtOH). Yields the product NC(COCC1=CC(=NC(=C1)N(CC1C(C1)C)C)N(S(=O)(=O)C)CCC)(CC1=CC=CC=C1)C (N-(4-[(2-amino-2-methyl-3-phenylpropoxy)methyl]-6-{methyl[(2-methylcyclopropyl)methyl]amino}pyridin-2-yl)-N-propylmethanesulfonamide). Reaction SMILES: C(C(NC(=O)OC(C)(C)C)(C)COCC1C=C(N(S(C)(=O)=O)CCC)N=C(Cl)C=1)C1C=CC=CC=1.CNCC1CC1C.C=O.[BH-](OC(C)=O)(OC(C)=O)OC(C)=O.[Na+].C(O)(C(F)(F)F)=O.[NH2:66][C:67]([CH3:105])([CH2:98][C:99]1[CH:104]=[CH:103][CH:102]=[CH:101][CH:100]=1)[CH2:68][O:69][CH2:70][C:71]1[CH:76]=[C:75]([N:77]([CH2:83]C2C=CC=CC=2)[CH2:78][CH:79]2[CH2:81][CH:80]2[CH3:82])[N:74]=[C:73]([N:90]([CH2:95][CH2:96][CH3:97])[S:91]([CH3:94])(=[O:93])=[O:92])[CH:72]=1>ClC(Cl)C.CO.CCO>[NH2:66][C:67]([CH3:105])([CH2:98][C:99]1[CH:100]=[CH:101][CH:102]=[CH:103][CH:104]=1)[CH2:68][O:69][CH2:70][C:71]1[CH:76]=[C:75]([N:77]([CH3:83])[CH2:78][CH:79]2[CH2:81][CH:80]2[CH3:82])[N:74]=[C:73]([N:90]([CH2:95][CH2:96][CH3:97])[S:91]([CH3:94])(=[O:92])=[O:93])[CH:72]=1 |f:3.4,7.8|. Procedure: N-(4-[(2-amino-2-methyl-3-phenylpropoxy)methyl]-6-{methyl[(2-methylcyclopropyl)methyl]amino}pyridin-2-yl)-N-propylmethanesulfonamide was prepared from intermediate VI and N-methyl-1-(2-methylcyclopropyl)methanamine (prepared from intermediate V) by methylation with formaldehyde in dichloroethane/methanol, in the presence of NaBH(OAc)3, followed by hydrogenation on Pd(OH)2, in EtOH, in the presence of TFA), following a similar procedure as described for the preparation of N-(4-[(2-amino-2-methyl-... Starting materials: [N+](=O)([O-])C1C(CCCC1)=O (2-Nitrocyclohexanone), CO (MeOH). Reaction SMILES: [N+:1]([CH:4]1[CH2:9][CH2:8][CH2:7][CH2:6][C:5]1=[O:10])([O-:3])=[O:2].[CH3:11][OH:12]>>[CH3:11][O:12][C:5](=[O:10])[CH2:6][CH2:7][CH2:8][CH2:9][CH2:4][N+:1]([O-:3])=[O:2]. Reported procedure: 2-Nitrocyclohexanone (6.77 g; 47.3 mmol) was dissolved in dried MeOH (150 mL) and a two fold excess by weight of Amberlyst® A21 (13.5 g) was added. The mixture was refluxed under nitrogen for 1.5 h then filtered and evaporated to give 6-nitrohexanoic acid methyl ester (7.72 g; 42 mmol). Yield: 89%. The yield is 89.0%. Product: COC(CCCCC[N+](=O)[O-])=O (6-nitrohexanoic acid methyl ester). Starting materials: Cl (hydrochloric acid), O.O.[Cl-].[Ca+2].[Cl-] (calcium chloride dihydrate), [BH4-].[Na+] (sodium borohydride), COC=1C=C(COC(=O)N[C@@H](CC2=CC=C(C=C2)O)C(=O)OC)C=CC1OC (methyl N-(3,4-dimethoxybenzyloxycarbonyl)-tyrosinate). Solvent: O (water), C(C)O (ethanol), N1=CC=CC=C1 (pyridine). The product is COC=1C=C(C(=O)OC(=O)N[C@@H](CC2=CC=C(C=C2)O)CO)C=CC1OC (N-(3,4-dimethoxybenzoyloxycarbonyl)-tyrosinol). Isolated yield 60.6%. As a reaction SMILES: [CH3:1][O:2][C:3]1[CH:4]=[C:5]([CH:24]=[CH:25][C:26]=1[O:27][CH3:28])[CH2:6][O:7][C:8]([NH:10][C@H:11]([C:20](OC)=[O:21])[CH2:12][C:13]1[CH:18]=[CH:17][C:16]([OH:19])=[CH:15][CH:14]=1)=[O:9].[OH2:29].O.[Cl-].[Ca+2].[Cl-].[BH4-].[Na+].Cl>C(O)C.N1C=CC=CC=1.O>[CH3:1][O:2][C:3]1[CH:4]=[C:5]([CH:24]=[CH:25][C:26]=1[O:27][CH3:28])[C:6]([O:7][C:8]([NH:10][C@H:11]([CH2:20][OH:21])[CH2:12][C:13]1[CH:18]=[CH:17][C:16]([OH:19])=[CH:15][CH:14]=1)=[O:9])=[O:29] |f:1.2.3.4.5,6.7|. Reported procedure: In a mixture of 80 ml of ethanol and 30 ml of pyridine, 6.54 g of methyl N-(3,4-dimethoxybenzyloxycarbonyl)-tyrosinate was dissolved. To the solution, 4.41 g of calcium chloride dihydrate was added. Then, to the mixture, 2.27 g of sodium borohydride was slowly added while stirring at room temperature. The resulting mixture was stirred for three hours and neutralized with 3% hydrochloric acid. After addition of 250 ml of water, the reaction mixture was concentrated in vacuo and the residue was ex...